Dataset: the Open Reaction Database (ORD), a public repository of structured organic reaction records. Task: describe an organic reaction: reactants, conditions, products, and yield Reactants: C(CCC)[Li] (n-butyllithium), BrC1=CC(=C(C=C1)OCCCCCCCCCC)F (4-Bromo-1-decyloxy-2-fluorobenzene), Cl (HCl), C(=O)=O (cardice). Run in C1CCOC1 (THF), CCOCC (ether). The product is C(CCCCCCCCC)OC1=C(C=C(C(=O)O)C=C1)F (4-decyloxy-3-fluorobenzoic acid). RXN SMILES: C([Li])CCC.Br[C:7]1[CH:12]=[CH:11][C:10]([O:13][CH2:14][CH2:15][CH2:16][CH2:17][CH2:18][CH2:19][CH2:20][CH2:21][CH2:22][CH3:23])=[C:9]([F:24])[CH:8]=1.[C:25](=[O:27])=[O:26].Cl>C1COCC1.CCOCC>[CH2:14]([O:13][C:10]1[CH:11]=[CH:12][C:7]([C:25]([OH:27])=[O:26])=[CH:8][C:9]=1[F:24])[CH2:15][CH2:16][CH2:17][CH2:18][CH2:19][CH2:20][CH2:21][CH2:22][CH3:23]. Procedure: A solution of n-butyllithium was added dropwise to a stirred, cooled (-78° C.) solution of compound of step 2.1 in dry THF. The mixture was maintained under these conditions for 40 mins and then poured into a slurry of dry ether and cardice. The solution was acidified with 36% HCl, washed with water and dried (magnesium sulphate). The solvent was removed to yield a white solid. Starting materials: C1OC2(CCC(CC2)N(C)CC2=CC=C(N)C=C2)OC1 (4-[N-(4,4-ethylenedioxycyclohexyl)-N-methylaminomethyl]aniline), Cl.O1CCN(CC1)C1=CC=C(C=C1)C=1C=CC2=C(C=C(CCS2(=O)=O)C(=O)O)C1 (7-(4-morpholinophenyl)-1,1-dioxo-2,3-dihydro-1-benzothiepine-4-carboxylic acid hydrochloride), ON1N=NC2=C1C=CC=C2 (1-hydroxybenzotriazole), Cl.C(C)N=C=NCCCN(C)C (1-ethyl-3-(3′-dimethylaminopropyl)carbodiimide hydrochloride). Solvent: CN(C)C=O (DMF), C(C)N(CC)CC (triethylamine), CN(C)C=O (DMF). Run at time 1 hour. Product: C1OC2(CCC(CC2)N(C)CC2=CC=C(C=C2)NC(=O)C=2CCS(C3=C(C2)C=C(C=C3)C3=CC=C(C=C3)N3CCOCC3)(=O)=O)OC1 (N-[4-[N-(4,4-ethylenedioxycyclohexyl)-N-methylaminomethyl]phenyl]-7-(4-morpholinophenyl)-1,1-dioxo-2,3-dihydro-1-benzothiepine-4-carboxamide). The yield is 39.4%. RXN SMILES: Cl.[O:2]1[CH2:7][CH2:6][N:5]([C:8]2[CH:13]=[CH:12][C:11]([C:14]3[CH:15]=[CH:16][C:17]4[S:23](=[O:25])(=[O:24])[CH2:22][CH2:21][C:20]([C:26]([OH:28])=O)=[CH:19][C:18]=4[CH:29]=3)=[CH:10][CH:9]=2)[CH2:4][CH2:3]1.ON1C2C=CC=CC=2N=N1.Cl.C(N=C=NCCCN(C)C)C.[CH2:52]1[CH2:71][O:70][C:54]2([CH2:59][CH2:58][CH:57]([N:60]([CH2:62][C:63]3[CH:69]=[CH:68][C:66]([NH2:67])=[CH:65][CH:64]=3)[CH3:61])[CH2:56][CH2:55]2)[O:53]1>CN(C=O)C.C(N(CC)CC)C>[CH2:71]1[CH2:52][O:53][C:54]2([CH2:55][CH2:56][CH:57]([N:60]([CH2:62][C:63]3[CH:64]=[CH:65][C:66]([NH:67][C:26]([C:20]4[CH2:21][CH2:22][S:23](=[O:24])(=[O:25])[C:17]5[CH:16]=[CH:15][C:14]([C:11]6[CH:12]=[CH:13][C:8]([N:5]7[CH2:6][CH2:7][O:2][CH2:3][CH2:4]7)=[CH:9][CH:10]=6)=[CH:29][C:18]=5[CH:19]=4)=[O:28])=[CH:68][CH:69]=3)[CH3:61])[CH2:58][CH2:59]2)[O:70]1 |f:0.1,3.4|. Procedure details: To a solution of 7-(4-morpholinophenyl)-1,1-dioxo-2,3-dihydro-1-benzothiepine-4-carboxylic acid hydrochloride (200 mg) and 1-hydroxybenzotriazole (0.12 g) in DMF (5 ml) was added at room temperature 1-ethyl-3-(3′-dimethylaminopropyl)carbodiimide hydrochloride (0.18 g), and the mixture was stirred for 1 hour. To the mixture was added a solution of 4-[N-(4,4-ethylenedioxycyclohexyl)-N-methylaminomethyl]aniline (0.19 g) and triethylamine (0.2 ml) in DMF (3 ml), and the mixture was stirred for 64 ho... Reactants: C(C=C)(=O)OCC1=CC=CC=C1 (benzyl acrylate), C(C1=CC=CC=C1)N (benzylamine). Run in C(C)O (ethanol). Conditions: time 8 hour. Product: C(C1=CC=CC=C1)NCCC(=O)OCC1=CC=CC=C1 (Benzyl 3-benzylaminopropionate). RXN SMILES: [C:1]([O:5][CH2:6][C:7]1[CH:12]=[CH:11][CH:10]=[CH:9][CH:8]=1)(=[O:4])[CH:2]=[CH2:3].[CH2:13]([NH2:20])[C:14]1[CH:19]=[CH:18][CH:17]=[CH:16][CH:15]=1>C(O)C>[CH2:13]([NH:20][CH2:3][CH2:2][C:1]([O:5][CH2:6][C:7]1[CH:12]=[CH:11][CH:10]=[CH:9][CH:8]=1)=[O:4])[C:14]1[CH:19]=[CH:18][CH:17]=[CH:16][CH:15]=1. Procedure details: To a solution of benzyl acrylate (2 g) in ethanol (15 mL) was added benzylamine (1.75 mL), and the mixture was stirred at room temperature overnight. The reaction mixture was concentrated under reduced pressure, and the residue was purified by column chromatography on silica gel (eluent: n-hexane/ethyl acetate=2/1-1/1) to give the title compound (2.91 g). Starting materials: CC1CNCCN1C(=O)OC(C)(C)C, N#Cc1ccc(F)cc1, [K+], [K+], O=C([O-])[O-]. Yields the product CC1CN(c2ccc(C#N)cc2)CCN1C(=O)OC(C)(C)C. Reaction SMILES: [CH3:1][CH:2]1[N:3]([C:8](=[O:9])[O:10][C:11]([CH3:12])([CH3:13])[CH3:14])[CH2:4][CH2:5][NH:6][CH2:7]1.[F:15][c:16]1[cH:17][cH:18][c:19]([C:20]#[N:21])[cH:22][cH:23]1.[K+:24].[K+:25].[O-:26][C:27]([O-:28])=[O:29]>>[CH3:1][CH:2]1[N:3]([C:8](=[O:9])[O:10][C:11]([CH3:12])([CH3:13])[CH3:14])[CH2:4][CH2:5][N:6]([c:16]2[cH:17][cH:18][c:19]([C:20]#[N:21])[cH:22][cH:23]2)[CH2:7]1.